Dataset: the Open Reaction Database (ORD), a public repository of structured organic reaction records. Task: describe an organic reaction: reactants, conditions, products, and yield Starting materials: C(C1=CC=CC=C1)OC(=O)NC(=N)C1=CC=C(OCCCCC(=O)OCC)C=C1 (ethyl 5-[4-(N-benzyloxycarbonylamidino)phenoxy]valerate), [OH-].[Na+] (sodium hydroxide). Run in Cl (hydrochloric acid), C(C)(=O)O (acetic acid). Reaction conditions: temperature 50 celsius, time 1.5 hour. Yields the product C(C1=CC=CC=C1)OC(=O)NC(=N)C1=CC=C(OCCCCC(=O)O)C=C1 (5-[4-(N-benzyloxycarbonylamidino)phenoxy]valeric acid). The yield is 91.9%. RXN SMILES: [CH2:1]([O:8][C:9]([NH:11][C:12]([C:14]1[CH:29]=[CH:28][C:17]([O:18][CH2:19][CH2:20][CH2:21][CH2:22][C:23]([O:25]CC)=[O:24])=[CH:16][CH:15]=1)=[NH:13])=[O:10])[C:2]1[CH:7]=[CH:6][CH:5]=[CH:4][CH:3]=1.[OH-].[Na+]>Cl.C(O)(=O)C>[CH2:1]([O:8][C:9]([NH:11][C:12]([C:14]1[CH:15]=[CH:16][C:17]([O:18][CH2:19][CH2:20][CH2:21][CH2:22][C:23]([OH:25])=[O:24])=[CH:28][CH:29]=1)=[NH:13])=[O:10])[C:2]1[CH:7]=[CH:6][CH:5]=[CH:4][CH:3]=1 |f:1.2|. Procedure: A mixture of ethyl 5-[4-(N-benzyloxycarbonylamidino)phenoxy]valerate (17.4 g) in 10% hydrochloric acid (150 ml) and acetic acid (100 ml) was stirred at 50° C. for 1.5 hours. After cooled to room temperature, the reaction mixture was adjusted to pH≈4.0 with 4N sodium hydroxide solution. The resulting precipitate was collected by filtration to give 5-[4-(N-benzyloxycarbonylamidino)phenoxy]valeric acid (14.87 g).